Dataset: the Open Reaction Database (ORD), a public repository of structured organic reaction records. Task: describe an organic reaction: reactants, conditions, products, and yield The reactants are CCCc1c(OCc2ccc(C(=O)OC)cc2)ccc(C(C)=O)c1O, CO, Cl, [Li+], C1CCOC1, [OH-], O, O. The product is CCCc1c(OCc2ccc(C(=O)O)cc2)ccc(C(C)=O)c1O. As a reaction SMILES: [C:1]([CH3:2])(=[O:3])[c:4]1[c:5]([OH:25])[c:6]([CH2:22][CH2:23][CH3:24])[c:7]([O:8][CH2:9][c:10]2[cH:11][cH:12][c:13]([C:14](=[O:15])[O:16][CH3:17])[cH:18][cH:19]2)[cH:20][cH:21]1.[CH3:30][OH:31].[ClH:29].[Li+:27].[O:32]1[CH2:33][CH2:34][CH2:35][CH2:36]1.[OH-:26].[OH2:28].[OH2:37]>>[C:1]([CH3:2])(=[O:3])[c:4]1[c:5]([OH:25])[c:6]([CH2:22][CH2:23][CH3:24])[c:7]([O:8][CH2:9][c:10]2[cH:11][cH:12][c:13]([C:14](=[O:15])[OH:16])[cH:18][cH:19]2)[cH:20][cH:21]1. Starting materials: Cc1cc(C)c(Oc2nc(C)cc(Br)c2C)c(C)c1, C1CCOC1, [Li]CCCC, CCC=O. The product is CCC(O)c1cc(C)nc(Oc2c(C)cc(C)cc2C)c1C. RXN SMILES: [Br:1][c:2]1[c:3]([CH3:19])[c:4]([O:9][c:10]2[c:11]([CH3:18])[cH:12][c:13]([CH3:17])[cH:14][c:15]2[CH3:16])[n:5][c:6]([CH3:8])[cH:7]1.[CH2:29]1[O:30][CH2:31][CH2:32][CH2:33]1.[CH3:20][CH2:21][CH2:22][CH2:23][Li:24].[CH:25]([CH2:26][CH3:27])=[O:28]>>[c:2]1([CH:25]([CH2:26][CH3:27])[OH:28])[c:3]([CH3:19])[c:4]([O:9][c:10]2[c:11]([CH3:18])[cH:12][c:13]([CH3:17])[cH:14][c:15]2[CH3:16])[n:5][c:6]([CH3:8])[cH:7]1.